The task is: describe an organic reaction: reactants, conditions, products, and yield. This data is from the Open Reaction Database (ORD), a public repository of structured organic reaction records. Starting materials: CC1(C)OCc2cc(C3CN(CCCCCCOCCOCc4cccc(NC(=O)Nc5cccc([N+](=O)[O-])c5)c4)C(=O)O3)ccc2O1, CCO, CCOC(C)=O, O=[Pt]. The product is CC1(C)OCc2cc(C3CN(CCCCCCOCCOCc4cccc(NC(=O)Nc5cccc(N)c5)c4)C(=O)O3)ccc2O1. RXN SMILES: [CH3:1][C:2]1([CH3:48])[O:3][CH2:4][c:5]2[c:6]([cH:8][cH:9][c:10]([CH:12]3[CH2:13][N:14]([CH2:18][CH2:19][CH2:20][CH2:21][CH2:22][CH2:23][O:24][CH2:25][CH2:26][O:27][CH2:28][c:29]4[cH:30][c:31]([NH:35][C:36](=[O:37])[NH:38][c:39]5[cH:40][c:41]([N+:45]([O-:46])=[O:47])[cH:42][cH:43][cH:44]5)[cH:32][cH:33][cH:34]4)[C:15](=[O:17])[O:16]3)[cH:11]2)[O:7]1.[CH3:49][CH2:50][OH:51].[CH3:52][CH2:53][O:54][C:55]([CH3:56])=[O:57].[Pt:58]=[O:59]>>[CH3:1][C:2]1([CH3:48])[O:3][CH2:4][c:5]2[c:6]([cH:8][cH:9][c:10]([CH:12]3[CH2:13][N:14]([CH2:18][CH2:19][CH2:20][CH2:21][CH2:22][CH2:23][O:24][CH2:25][CH2:26][O:27][CH2:28][c:29]4[cH:30][c:31]([NH:35][C:36](=[O:37])[NH:38][c:39]5[cH:40][c:41]([NH2:45])[cH:42][cH:43][cH:44]5)[cH:32][cH:33][cH:34]4)[C:15](=[O:17])[O:16]3)[cH:11]2)[O:7]1. The reactants are F\C(\C(=O)O)=C(/C=C/C(=C(/CC)\C1=CC=2C(CCC(C2C=C1O)(C)C)(C)C)/F)\C ((2Z,4E,6E)-2,6-difluoro-7-(3-hydroxy-5,5,8,8-tetramethyl-5,6,7,8-tetrahydro-naphthalen-2-yl)-3-methyl-nona-2,4,6-trienoic acid), F\C(\C(=O)O)=C(/C=C/C(=C(/CC)\C1=CC=2C(CCC(C2C=C1O)(C)C)(C)C)/F)\C ((2Z,4E,6E)-2,6-difluoro-7-(3-hydroxy-5,5,8,8-tetramethyl-5,6,7,8-tetrahydro-naphthalen-2-yl)-3-methyl-nona-2,4,6-trienoic acid), C(C)(=O)OC(C)=O (acetic anhydride). Solvent: N1=CC=CC=C1 (pyridine). Reaction conditions: time 4 hour. The product is C(C)(=O)OC=1C(=CC=2C(CCC(C2C1)(C)C)(C)C)/C(=C(\C=C\C(=C(\C(=O)O)/F)\C)/F)/CC ((2Z,4E,6E)-7-(3-Acetoxy-5,5,8,8-tetramethyl-5,6,7,8-tetrahydro-naphthalen-2yl)-2,6difluoro-3-methyl-nona-2,4,6-trienoic acid). The yield is 68.0%. RXN SMILES: [F:1]/[C:2](=[C:6](/[CH3:29])\[CH:7]=[CH:8]\[C:9](\[F:28])=[C:10](/[C:13]1[C:22]([OH:23])=[CH:21][C:20]2[C:19]([CH3:25])([CH3:24])[CH2:18][CH2:17][C:16]([CH3:27])([CH3:26])[C:15]=2[CH:14]=1)\[CH2:11][CH3:12])/[C:3]([OH:5])=[O:4].[C:30](OC(=O)C)(=[O:32])[CH3:31]>N1C=CC=CC=1>[C:30]([O:23][C:22]1[C:13](/[C:10](/[CH2:11][CH3:12])=[C:9](/[F:28])\[CH:8]=[CH:7]\[C:6](\[CH3:29])=[C:2](/[F:1])\[C:3]([OH:5])=[O:4])=[CH:14][C:15]2[C:16]([CH3:27])([CH3:26])[CH2:17][CH2:18][C:19]([CH3:25])([CH3:24])[C:20]=2[CH:21]=1)(=[O:32])[CH3:31]. Procedure: To a solution of (2Z,4E,6E)-2,6-difluoro-7-(3-hydroxy-5,5,8,8-tetramethyl-5,6,7,8-tetrahydro-naphthalen-2-yl)-3-methyl-nona-2,4,6-trienoic acid (Intermediate 22, 108 mg, 0.27 mmol) in pyridine (2 mL) at 0° C. was added acetic anhydride (100 μL, 1.1 mmol). The mixture was stirred for 4 h while warmed to ambient temperature. The reaction was quenched with aqueous Na2CO3, stirred for 30 min, acidified with 1M HCl and extracted with EtOAc (×3). The combined organic layer was washed with brine, dried... The reactants are C(=O)(O)C1=CC=C(C=C1)N1C(=C2C(=C1C)C(CC2(C)C)(C(=O)N)C)C (2-(4-carboxyphenyl)-2,4,5,6-tetrahydro-1,3,4,6,6-pentamethylcyclopenta[c]pyrrole-4-carboxamide), CO (methanol). Product: C(=O)(OC)C1=CC=C(C=C1)N1C(=C2C(=C1C)C(CC2(C)C)(C(=O)N)C)C (2-(4-carbomethoxyphenyl)-2,4,5,6-tetrahydro-1,3,4,6,6-pentamethylcyclopenta[c]pyrrole-4-carboxamide). As a reaction SMILES: [C:1]([C:4]1[CH:9]=[CH:8][C:7]([N:10]2[C:14]([CH3:15])=[C:13]3[C:16]([CH3:24])([C:21]([NH2:23])=[O:22])[CH2:17][C:18]([CH3:20])([CH3:19])[C:12]3=[C:11]2[CH3:25])=[CH:6][CH:5]=1)([OH:3])=[O:2].[CH3:26]O>>[C:1]([C:4]1[CH:5]=[CH:6][C:7]([N:10]2[C:14]([CH3:15])=[C:13]3[C:16]([CH3:24])([C:21]([NH2:23])=[O:22])[CH2:17][C:18]([CH3:19])([CH3:20])[C:12]3=[C:11]2[CH3:25])=[CH:8][CH:9]=1)([O:3][CH3:26])=[O:2]. Procedure: Reaction of the 2-(4-carboxyphenyl)-2,4,5,6-tetrahydro-1,3,4,6,6-pentamethylcyclopenta[c]pyrrole-4-carboxamide described above in Example 24A with methanol in the presence of a small amount of a mineral acid affords 2-(4-carbomethoxyphenyl)-2,4,5,6-tetrahydro-1,3,4,6,6-pentamethylcyclopenta[c]pyrrole-4-carboxamide. The reactants are C1CCOC1, CCN, CCN(CC)CCCOc1ccc([N+](=O)[O-])c(F)c1. Yields the product CCNc1cc(OCCCN(CC)CC)ccc1[N+](=O)[O-]. Reaction SMILES: [CH2:23]1[O:24][CH2:25][CH2:26][CH2:27]1.[CH3:20][CH2:21][NH2:22].[F:1][c:2]1[c:3]([N+:17](=[O:18])[O-:19])[cH:4][cH:5][c:6]([O:8][CH2:9][CH2:10][CH2:11][N:12]([CH2:13][CH3:14])[CH2:15][CH3:16])[cH:7]1>>[c:2]1([NH:22][CH2:21][CH3:20])[c:3]([N+:17](=[O:18])[O-:19])[cH:4][cH:5][c:6]([O:8][CH2:9][CH2:10][CH2:11][N:12]([CH2:13][CH3:14])[CH2:15][CH3:16])[cH:7]1. Reactants: BrCC1=C(C=C(C=C1)C1=NOC(C1)(C(F)(F)F)C1=CC(=CC(=C1)Cl)Cl)[N+](=O)[O-] (3-[4-(bromomethyl)-3-nitrophenyl]-5-(3,5-dichlorophenyl)-5-(trifluoromethyl)-4,5-dihydroisoxazole), N (ammonia). The reagents and catalysts are [I-].C(CCC)[N+](CCCC)(CCCC)CCCC (tetrabutyl ammonium iodide). The solvent is O (water), O1CCCC1 (tetrahydrofuran), O1CCCC1 (tetrahydrofuran), CO (methanol). Conditions: time 10 hour. The product is ClC=1C=C(C=C(C1)Cl)C1(CC(=NO1)C1=CC(=C(C=C1)CN)[N+](=O)[O-])C(F)(F)F (1-{4-[5-(3,5-dichlorophenyl)-5-(trifluoromethyl)-4,5-dihydroisoxazol-3-yl]-2-nitrophenyl}methanamine). Reaction SMILES: Br[CH2:2][C:3]1[CH:8]=[CH:7][C:6]([C:9]2[CH2:13][C:12]([C:18]3[CH:23]=[C:22]([Cl:24])[CH:21]=[C:20]([Cl:25])[CH:19]=3)([C:14]([F:17])([F:16])[F:15])[O:11][N:10]=2)=[CH:5][C:4]=1[N+:26]([O-:28])=[O:27].[NH3:29]>O1CCCC1.[I-].C([N+](CCCC)(CCCC)CCCC)CCC.CO.O>[Cl:24][C:22]1[CH:23]=[C:18]([C:12]2([C:14]([F:16])([F:15])[F:17])[O:11][N:10]=[C:9]([C:6]3[CH:7]=[CH:8][C:3]([CH2:2][NH2:29])=[C:4]([N+:26]([O-:28])=[O:27])[CH:5]=3)[CH2:13]2)[CH:19]=[C:20]([Cl:25])[CH:21]=1 |f:3.4|. Procedure details: A solution of 3-[4-(bromomethyl)-3-nitrophenyl]-5-(3,5-dichlorophenyl)-5-(trifluoromethyl)-4,5-dihydroisoxazole (1.0 g) in tetrahydrofuran (10 mL) was added dropwise to a solution of 28% ammonia (aqueous solution, 5 mL) and tetrabutyl ammonium iodide (0.05 g) in tetrahydrofuran (10 mL) and methanol (20 mL) under ice cooling, and the mixture was then stirred for 10 hours at room temperature. The reaction solution was diluted with water, and then extracted with ethyl acetate, and the organic layer...